From a dataset of the Open Reaction Database (ORD), a public repository of structured organic reaction records. describe an organic reaction: reactants, conditions, products, and yield Starting materials: FC1=CC=C(C=C1)C1=NNC2=CC=C(C=C12)C(=O)O (3-(4-fluorophenyl)-1H-indazole-5-carboxylic acid), O.ON1N=NC2=C1C=CC=C2 (1-hydroxybenzotriazole hydrate), NCCCO (3-amino-1-propanol), Cl.CN(CCCN=C=NCC)C (1-(3-dimethylaminopropyl)-3-ethylcarbodiimide hydrochloride). The solvent is O1CCCC1 (tetrahydrofuran), CN(C=O)C (N,N-dimethylformamide), O (Water). Conditions: time 16 hour. The product is FC1=CC=C(C=C1)C1=NNC2=CC=C(C=C12)C(=O)NCCCO ([3-(4-Fluorophenyl)(1H-indazol-5-yl)]-N-(3-hydroxypropyl)carboxamide). Yield: 78.5%. As a reaction SMILES: [F:1][C:2]1[CH:7]=[CH:6][C:5]([C:8]2[C:16]3[C:11](=[CH:12][CH:13]=[C:14]([C:17]([OH:19])=O)[CH:15]=3)[NH:10][N:9]=2)=[CH:4][CH:3]=1.O.ON1C2C=CC=CC=2N=N1.Cl.CN(C)CCCN=C=NCC.[NH2:43][CH2:44][CH2:45][CH2:46][OH:47]>O1CCCC1.O.CN(C)C=O>[F:1][C:2]1[CH:3]=[CH:4][C:5]([C:8]2[C:16]3[C:11](=[CH:12][CH:13]=[C:14]([C:17]([NH:43][CH2:44][CH2:45][CH2:46][OH:47])=[O:19])[CH:15]=3)[NH:10][N:9]=2)=[CH:6][CH:7]=1 |f:1.2,3.4|. Procedure details: The title compound was prepared as described in Example 76. To a solution of 3-(4-fluorophenyl)-1H-indazole-5-carboxylic acid (0.200 g, 0.781 mmol) in tetrahydrofuran (5 mL) was added 1-hydroxybenzotriazole hydrate (0.316 g, 2.34 mmol) followed by 1-(3-dimethylaminopropyl)-3-ethylcarbodiimide hydrochloride (0.449 g, 2.34 mmol), 3-amino-1-propanol (0.178 mL, 2.34 mmol) and N,N-dimethylformamide (2 mL). The solution was stirred for 16 h at room temperature. Water (40 mL) was added and the solid wa... The reactants are FC1=CC2=C(C(=NO2)C2CCNCC2)C=C1 (6-fluoro-3-(piperidin-4-yl)benzo[d]isoxazole), ClCCC1=C(N=C2N(C1=O)CCCC2O)C (3-(2-chloroethyl)-9-hydroxy-2-methyl-6,7,8,9-tetrahydro-4H-pyrido[1,2-a]pyrimidin-4-one), C(C)(C)N(CC)C(C)C (diisopropyl ethyl amine), [BH4-].[Na+] (sodium borohydride). Solvent: CO (methanol), ClCCl (Dichloromethane). Run at temperature 67.5 celsius, time 24 hour. The product is CC1=C(C(=O)N2CCCC(C2=N1)O)CCN3CCC(CC3)C=4C=5C=CC(=CC5ON4)F (Paliperidone). Reaction SMILES: [F:1][C:2]1[CH:16]=[CH:15][C:5]2[C:6]([CH:9]3[CH2:14][CH2:13][NH:12][CH2:11][CH2:10]3)=[N:7][O:8][C:4]=2[CH:3]=1.Cl[CH2:18][CH2:19][C:20]1[C:25](=[O:26])[N:24]2[CH2:27][CH2:28][CH2:29][CH:30]([OH:31])[C:23]2=[N:22][C:21]=1[CH3:32].C(N(C(C)C)CC)(C)C.[BH4-].[Na+]>CO.ClCCl>[CH3:32][C:21]1[N:22]=[C:23]2[N:24]([CH2:27][CH2:28][CH2:29][CH:30]2[OH:31])[C:25](=[O:26])[C:20]=1[CH2:19][CH2:18][N:12]1[CH2:11][CH2:10][CH:9]([C:6]2[C:5]3[CH:15]=[CH:16][C:2]([F:1])=[CH:3][C:4]=3[O:8][N:7]=2)[CH2:14][CH2:13]1 |f:3.4|. Reported procedure: To the solution of 6-fluoro-3-(piperidin-4-yl)benzo[d]isoxazole (formula-8) (10.0 grams) in methanol (50 ml), 3-(2-chloroethyl)-9-hydroxy-2-methyl-6,7,8,9-tetrahydro-4H-pyrido[1,2-a]pyrimidin-4-one (formula-7) (11 grams) and diisopropyl ethyl amine (9 grams) were added. The reaction mixture heated to 65-70° C. and stirred for 24 hrs at the same temperature. The reaction mixture was cooled. Dichloromethane (100 ml) and sodium borohydride (0.086 grams) were added to it and stirred for 60 minutes a... Starting materials: O (water), C1OC(C(C2=CC=CC=C12)=NO)=O (isochroman-3,4-dione 4-oxime), C([O-])([O-])=O.[K+].[K+] (potassium carbonate), COS(=O)(=O)OC (dimethylsulfate). Solvent: C1(=CC=CC=C1)C (toluene). Reaction conditions: time 24 hour. Yields the product CON=C1C(OCC2=CC=CC=C12)=O (Isochroman-3,4-dione 4-(O-methyl-oxime)). As a reaction SMILES: [CH2:1]1[C:10]2[C:5](=[CH:6][CH:7]=[CH:8][CH:9]=2)[C:4](=[N:11][OH:12])[C:3](=[O:13])[O:2]1.[C:14](=O)([O-])[O-].[K+].[K+].COS(OC)(=O)=O.O>C1(C)C=CC=CC=1>[CH3:14][O:12][N:11]=[C:4]1[C:5]2[C:10](=[CH:9][CH:8]=[CH:7][CH:6]=2)[CH2:1][O:2][C:3]1=[O:13] |f:1.2.3|. Reported procedure: A suspension of isochroman-3,4-dione 4-oxime (90.4 HPLC-area %, 145.8 g, 0.74 mol) and potassium carbonate (153.4 g, 1.11 mol) in toluene (1000 mL) was stirred at ambient temperature for 1 h before dimethylsulfate (141.4 g, 1.11 mol) was added dropwise at 26° C. over a period of 2.5 h. The resulting mixture was stirred for 24 h at ambient temperature. After completion of the reaction, dist. water (1000 mL) was added to the mixture under stirring. The organic layer was separated, washed with dist... The reactants are O=C([O-])O, CC#N, CC(C)I, O=C(c1ccc(F)cc1)C1CCNCC1, [Na+]. The product is CC(C)N1CCC(C(=O)c2ccc(F)cc2)CC1. As a reaction SMILES: [C:20](=[O:21])([OH:22])[O-:23].[CH3:25][C:26]#[N:27].[CH:16]([CH3:17])([CH3:18])[I:19].[F:1][c:2]1[cH:3][cH:4][c:5]([C:6](=[O:7])[CH:8]2[CH2:9][CH2:10][NH:11][CH2:12][CH2:13]2)[cH:14][cH:15]1.[Na+:24]>>[F:1][c:2]1[cH:3][cH:4][c:5]([C:6](=[O:7])[CH:8]2[CH2:9][CH2:10][N:11]([CH:16]([CH3:17])[CH3:18])[CH2:12][CH2:13]2)[cH:14][cH:15]1. Reactants: [Li+].[B-](CC)(CC)CC (Super-Hydride), C(C)C1=CC=C(C=C1)N(S(=O)(=O)C=1C=CC(=C(C(=O)OC)C1)OCC1CCOCC1)CC(C)C (methyl 5-(N-(4-ethylphenyl)-N-isobutylsulfamoyl)-2-((tetrahydro-2H-pyran-4-yl)methoxy)benzoate), [Cl-].[NH4+] (ammonium chloride), Cl (HCl). Run in O1CCCC1 (tetrahydrofuran), O1CCCC1 (tetrahydrofuran). Reaction conditions: time 1 hour. Yields the product C(C)C1=CC=C(C=C1)N(S(=O)(=O)C1=CC(=C(C=C1)OCC1CCOCC1)CO)CC(C)C (N-(4-ethylphenyl)-3-(hydroxymethyl)-N-isobutyl-4-((tetrahydro-2H-pyran-4-yl)methoxy)benzenesulfonamide). The yield is 79.6%. Reaction SMILES: [Li+].[B-](CC)(CC)CC.[CH2:9]([C:11]1[CH:16]=[CH:15][C:14]([N:17]([CH2:39][CH:40]([CH3:42])[CH3:41])[S:18]([C:21]2[CH:22]=[CH:23][C:24]([O:31][CH2:32][CH:33]3[CH2:38][CH2:37][O:36][CH2:35][CH2:34]3)=[C:25]([CH:30]=2)[C:26](OC)=[O:27])(=[O:20])=[O:19])=[CH:13][CH:12]=1)[CH3:10].[Cl-].[NH4+].Cl>O1CCCC1>[CH2:9]([C:11]1[CH:16]=[CH:15][C:14]([N:17]([CH2:39][CH:40]([CH3:41])[CH3:42])[S:18]([C:21]2[CH:22]=[CH:23][C:24]([O:31][CH2:32][CH:33]3[CH2:34][CH2:35][O:36][CH2:37][CH2:38]3)=[C:25]([CH2:26][OH:27])[CH:30]=2)(=[O:19])=[O:20])=[CH:13][CH:12]=1)[CH3:10] |f:0.1,3.4,^1:1|. Reported procedure: A solution of Super-Hydride® (1 M in tetrahydrofuran, 0.449 mL, 0.449 mmol) was added over 5 minutes, to a solution of methyl 5-(N-(4-ethylphenyl)-N-isobutylsulfamoyl)-2-((tetrahydro-2H-pyran-4-yl)methoxy)benzoate (100 mg, 0.204 mmol) in tetrahydrofuran (THF) (2 mL) under nitrogen. The solution was stirred for 1 hour then was added to a 1:1 mixture of ammonium chloride solution and HCl (2 N, 10 mL). The mixture was extracted with tert-butyl methyl ether (TBME) (2×5 mL), then organics dried and e... Starting materials: CCOC(=O)c1cnc(CNC(=O)OC(C)(C)C)c2c(OC)cc(OC)cc12, C1CCOC1, CCOC(C)=O, Cl, O. The product is COc1cc(OC)c2c(CNC(=O)OC(C)(C)C)ncc(C(=O)O)c2c1. RXN SMILES: [CH2:1]([CH3:2])[O:3][C:4](=[O:5])[c:6]1[cH:7][n:8][c:9]([CH2:20][NH:21][C:22](=[O:23])[O:24][C:25]([CH3:26])([CH3:27])[CH3:28])[c:10]2[c:11]([O:18][CH3:19])[cH:12][c:13]([O:16][CH3:17])[cH:14][c:15]12.[CH2:36]1[O:37][CH2:38][CH2:39][CH2:40]1.[CH3:29][CH2:30][O:31][C:32]([CH3:33])=[O:34].[ClH:35].[OH2:41]>>[O:3]=[C:4]([OH:5])[c:6]1[cH:7][n:8][c:9]([CH2:20][NH:21][C:22](=[O:23])[O:24][C:25]([CH3:26])([CH3:27])[CH3:28])[c:10]2[c:11]([O:18][CH3:19])[cH:12][c:13]([O:16][CH3:17])[cH:14][c:15]12.